Dataset: the Open Reaction Database (ORD), a public repository of structured organic reaction records. Task: describe an organic reaction: reactants, conditions, products, and yield Reactants: C(#N)N=C(NS(=O)(=O)C1=C(C=CC=C1)[N+](=O)[O-])SC (N'-Cyano-N-(2-nitrophenylsulfonyl)-S-methylisothiourea), NN (hydrazine). The solvent is C(C)#N (acetonitrile). Conditions: time 9 day. Yields the product NC1=NC(=NN1)NS(=O)(=O)C1=C(C=CC=C1)[N+](=O)[O-] (N-(5-Amino-1,2,4-triazol-3-yl)-2-nitrobenzenesulfonamide). Yield: 82.2%. Reaction SMILES: [C:1]([N:3]=[C:4](SC)[NH:5][S:6]([C:9]1[CH:14]=[CH:13][CH:12]=[CH:11][C:10]=1[N+:15]([O-:17])=[O:16])(=[O:8])=[O:7])#[N:2].[NH2:20][NH2:21]>C(#N)C>[NH2:2][C:1]1[NH:21][N:20]=[C:4]([NH:5][S:6]([C:9]2[CH:14]=[CH:13][CH:12]=[CH:11][C:10]=2[N+:15]([O-:17])=[O:16])(=[O:8])=[O:7])[N:3]=1. Procedure details: A suspension of 29.4 g (98.0 mmol) of N'-Cyano-N-(2-nitrophenylsulfonyl)-S-methylisothiourea in 100 ml of acetonitrile was treated with 6.2 ml (6.3 g, 0.20 mol) of anhydrous hydrazine. A mild exothermic reaction occurred as the reaction mixture became homogeneous. After stirring for 9 days the precipitated solid was collected by filtration and dried to afford 22.9 g of yellow solid. The crude product was recrystallized from HOAc to yield a total of 15.9 g (57 percent) of the desired product as a...